This data is from the Open Reaction Database (ORD), a public repository of structured organic reaction records. The task is: describe an organic reaction: reactants, conditions, products, and yield Reactants: p,p′-perhydrodiphenylmethane-2,4′-diisocyanate, perchlorinated aryl polyisocyanates, dodecamethylene diisocyanates, isophorone diisocyanates, 1-methyl-2,6-cyclohexane diisocyanates, 2,2-diphenylpropane-4,4′-diisocyanate, diphenyl sulfone-4,4′-diisocyanates, 1,3-bis (isocyanato-methyl)cyclohexanes, 1,5-tetrahydronaphthalene diisocyanates, C1(=CC(=CC=C1)N=C=O)N=C=O (m-phenylene diisocyanate), triphenylmethane 4,4′,4″-triisocyanates, hexahydrophenylene-1,4-diisocyanate, C1(=CC=C(C=C1)N=C=O)N=C=O (p-phenylene diisocyanate), tolidine isocyanates, perhydrodiphenylmethane-4,4′-diisocyanate, dianisidine diisocyanates, 2,6-tolylene diisocyanates, 4,4′-diphenyl ether diisocyanates, diisocyanates, 1,10-decamethylene diisocyanates, 4,4′-biphenylene diisocyanates, 3,3′-diphenyl-4,4′-biphenylene diisocyanates, C1=CC(=CC=C1CC2=CC=C(C=C2)N=C=O)N=C=O (p,p′-diphenylmethane diisocyanate), 1,4-cyclohexane diisocyanates, polybutylene diisocyanates, 1,3-xylylene diisocyanates, 1,6-diisocyanato-2,4,4-tetra-trimethylhexanes, 2,4′-diphenylmethane diisocyanates, 1,3-cyclohexane diisocyanates, 1,3-cyclopentane diisocyanates, diisocyanates, diethylidene diisocyanates, hexahydrophenylene-1,3-diisocyanate, 3-isopropenyl-α,α-dimethylbenzyl-isocyanates, ethylene diisocyanates, isocyanates, 1,3-cyclobutane diisocyanates, trans-cyclohexane-1,4-diisocyanates, 1-chlorobenzene-2,4-diisocyanates, azobenzene-4,4′-diisocyanates, 2,4,4-trimethyl hexamethylene diisocyanates, 3,3′-dimethyl-4,4′-biphenylene diisocyanates, 2,6-toluene diisocyanates, meta-xylene diisocyanates, 1,6-diisocyanato-2,2,4,4-tetra-methylhexanes, 4,4′-methylenebis(phenyl isocyanates), furfurylidene diisocyanates, 1-isocyanato-3,3,5-trimethyl-5-isocyanatomethylcyclohexanes, m-tetramethylxylylene diisocyanates, polyphenylene polyisocyanates, 3,3′-dimethoxy-4,4′-biphenylene diisocyanates, 4,4′-methylenebis(cyclohexyl isocyanates), 1,4-bis(isocyanatomethyl)cyclohexanes, cyclohexyl isocyanates, 1,5-naphthalene diisocyanates, 2,4-chlorophenylene diisocyanates, 4,4′-diphenylmethane diisocyanates, cyclohexylene-1,2-diisocyanates, 4-chloro-1,3-phenylene diisocyanates, 2,4-tolylene diisocyanates, isocyanatoethyl methacrylates, tetramethylene diisocyanates, 4,4′-toluidine diisocyanates, dicyclohexylmethane 4,4′-diisocyanates, [N-]=C=O.[N-]=C=O.C1(=CC(=CC=C1)C)C (1,3-xylene diisocyanate), p,p′-biphenyl diisocyanates, ω,ω′-diisocyanato-1,4-diethylbenzenes, propylene diisocyanates, trimethylene diisocyanates, 1,4-naphthylene diisocyanates, butylene diisocyanates, pentamethylene diisocyanates, dodecane-1,12-diisocyanates, C1(=CC(=CC=C1)CN=C=O)CN=C=O (m-xylylene diisocyanate), arylaliphatic diisocyanates, 3,3′-dichloro-4,4′-biphenylene diisocyanates, 1-methyl-2,4-cyclohexane diisocyanates, dichlorohexamethylene diisocyanates, 2,2,4-trimethyl hexamethylene diisocyanates, 3-isocyanato-methyl-3,5,5-trimethylcyclohexyl isocyanates, hexamethylene diisocyanates. Yields the product polyisocyanates, N(C1=CC=CC=C1)C=O (aniline formaldehyde). Reaction SMILES: [C:1]1(N=C=O)[CH:6]=[CH:5][CH:4]=[C:3]([N:7]=[C:8]=[O:9])[CH:2]=1.C1(CN=C=O)C=CC=C(CN=C=O)C=1.C1(N=C=O)C=CC(N=C=O)=CC=1.[N-]=C=O.[N-]=C=O.C1(C)C=CC=C(C)C=1.C1C(CC2C=CC(N=C=O)=CC=2)=CC=C(N=C=O)C=1>>[NH:7]([CH:8]=[O:9])[C:3]1[CH:4]=[CH:5][CH:6]=[CH:1][CH:2]=1 |f:3.4.5|. Procedure details: Examples of suitable isocyanates include, but are not limited to, the following: trimethylene diisocyanates; tetramethylene diisocyanates; pentamethylene diisocyanates; hexamethylene diisocyanates; ethylene diisocyanates; diethylidene diisocyanates; propylene diisocyanates; butylene diisocyanates; bitolylene diisocyanates; tolidine isocyanates; isophorone diisocyanates; dimeryl diisocyanates; dodecane-1,12-diisocyanates; 1,10-decamethylene diisocyanates; cyclohexylene-1,2-diisocyanates; 1-chloro... The reactants are C1(CC1)C1=CC(=NN1C1=C(C=C(C=C1F)NC(C(C(C)=O)=CN(C)C)=O)F)C(F)(F)F (N-{4-[5-cyclopropyl-3-(trifluoromethyl)-1H-pyrazol-1-yl]-3,5-difluorophenyl}-2-[(dimethylamino)methylene]-3-oxobutanamide), C(C)(=O)O.C(=N)N (formamidine acetate), CC[O-].[Na+] (NaOEt). The solvent is C(C)O (ethanol). Product: C1(CC1)C1=CC(=NN1C1=C(C=C(C=C1F)NC(=O)C=1C(=NC=NC1)C)F)C(F)(F)F (N-{4-[5-cyclopropyl-3-(trifluoromethyl)-1H-pyrazol-1-yl]-3,5-difluorophenyl}-4-methylpyrimidine-5-carboxamide). Yield: 5.0%. As a reaction SMILES: [CH:1]1([C:4]2[N:8]([C:9]3[C:14]([F:15])=[CH:13][C:12]([NH:16][C:17](=[O:26])[C:18](=[CH:22][N:23]([CH3:25])C)[C:19](=O)[CH3:20])=[CH:11][C:10]=3[F:27])[N:7]=[C:6]([C:28]([F:31])([F:30])[F:29])[CH:5]=2)[CH2:3][CH2:2]1.C(O)(=O)C.C(N)=[NH:37].CC[O-].[Na+]>C(O)C>[CH:1]1([C:4]2[N:8]([C:9]3[C:14]([F:15])=[CH:13][C:12]([NH:16][C:17]([C:18]4[C:19]([CH3:20])=[N:37][CH:25]=[N:23][CH:22]=4)=[O:26])=[CH:11][C:10]=3[F:27])[N:7]=[C:6]([C:28]([F:30])([F:29])[F:31])[CH:5]=2)[CH2:2][CH2:3]1 |f:1.2,3.4|. Reported procedure: Step-3: N-{4-[5-cyclopropyl-3-(trifluoromethyl)-1H-pyrazol-1-yl]-3,5-difluorophenyl}-2-[(dimethylamino)methylene]-3-oxobutanamide (700 mg, 1.6 mmol) and formamidine acetate (282 mg, 2.7 mmol) were dissolved in ethanol and added NaOEt (120 mg, 3.4 mmol). The above mixture was refluxed for 3 hr. Ethanol was removed on rotavapour and worked up (H2O/AcOEt) to obtain the crude. Crude was purified by column on 60-120 mesh silica gel using AcOEt and Petether (35:65) as eluent to obtain the title compou... Run in ClCCl (dichloromethane). Conditions: time 8 hour. The reactants are FC1=CC=C(C=C1)N1N=CC=2C(=CC(=CC12)C)NCC1(OC1)C(F)(F)F (1-(4-fluorophenyl)-6-methyl-N-{[2-(trifluoromethyl)-2-oxiranyl]methyl}-1H-indazol-4-amine), C(C)N (ethylamine). Product: C(C)NCC(C(F)(F)F)(O)CNC1=C2C=NN(C2=CC(=C1)C)C1=CC=C(C=C1)F (3-(Ethylamino)-1,1,1-trifluoro-2-({[1-(4-fluorophenyl)-6-methyl-1H-indazol-4-yl]amino}methyl)-2-propanol). Isolated yield 85.7%. As a reaction SMILES: [F:1][C:2]1[CH:7]=[CH:6][C:5]([N:8]2[C:16]3[CH:15]=[C:14]([CH3:17])[CH:13]=[C:12]([NH:18][CH2:19][C:20]4([C:23]([F:26])([F:25])[F:24])[CH2:22][O:21]4)[C:11]=3[CH:10]=[N:9]2)=[CH:4][CH:3]=1.[CH2:27]([NH2:29])[CH3:28]>ClCCl>[CH2:27]([NH:29][CH2:22][C:20]([CH2:19][NH:18][C:12]1[CH:13]=[C:14]([CH3:17])[CH:15]=[C:16]2[C:11]=1[CH:10]=[N:9][N:8]2[C:5]1[CH:4]=[CH:3][C:2]([F:1])=[CH:7][CH:6]=1)([OH:21])[C:23]([F:25])([F:24])[F:26])[CH3:28]. Procedure details: A solution of 1-(4-fluorophenyl)-6-methyl-N-{[2-(trifluoromethyl)-2-oxiranyl]methyl}-1H-indazol-4-amine (1.52 g, 4.16 mmol) in dichloromethane (30 ml) was added to ethylamine (2M in tetrahydrofuran) (70 ml, 140 mmol). The reaction was stirred at room temperature overnight and then evaporated in vacuo. The crude product was purified on a 70 g silica Bond Elut cartridge using a 0-100% ethyl acetate in dichloromethane gradient over 60 mins to give the title compound (1.463 g). The reactants are S1C=CC2=C1C=CC(=C2)CCOCCC(=O)N2CC(C2)O (1-(3-(2-(1-benzothiophen-5-yl)ethoxy)propionyl)azetidin-3-ol), Cl (hydrochloric acid), C(C)(=O)OCC (ethyl acetate), [BH4-].[Na+] (sodium borohydride), FC(C(=O)O)(F)F (trifluoroacetic acid). Solvent: O1CCCC1 (tetrahydrofuran), O (water), O1CCCC1 (tetrahydrofuran). The product is C(\C=C/C(=O)O)(=O)O.S1C=CC2=C1C=CC(=C2)CCOCCCN2CC(C2)O (1-(3-(2-(1-benzothiophen-5-yl)ethoxy)propyl)azetidin-3-ol maleate). RXN SMILES: [S:1]1[C:5]2[CH:6]=[CH:7][C:8]([CH2:10][CH2:11][O:12][CH2:13][CH2:14][C:15]([N:17]3[CH2:20][CH:19]([OH:21])[CH2:18]3)=O)=[CH:9][C:4]=2[CH:3]=[CH:2]1.[BH4-].[Na+].F[C:25](F)(F)[C:26]([OH:28])=[O:27].Cl.[C:32]([O:35]CC)(=[O:34])[CH3:33]>O.O1CCCC1>[C:26]([OH:28])(=[O:27])/[CH:25]=[CH:33]\[C:32]([OH:35])=[O:34].[S:1]1[C:5]2[CH:6]=[CH:7][C:8]([CH2:10][CH2:11][O:12][CH2:13][CH2:14][CH2:15][N:17]3[CH2:20][CH:19]([OH:21])[CH2:18]3)=[CH:9][C:4]=2[CH:3]=[CH:2]1 |f:1.2,8.9|. Procedure: To tetrahydrofuran (5 mL) suspension of 1.00 g of 1-(3-(2-(1-benzothiophen-5-yl)ethoxy)propionyl)azetidin-3-ol was added 0.37 g of sodium borohydride, and dropwise added tetrahydrofuran (1 mL) solution of 0.75 mL of trifluoroacetic acid for 30 minutes, which was then refluxed for 2 hours. After cooling, thereto was dropwise added 3.27 mL of 6.0 mol/L hydrochloric acid, which was then refluxed for 1.5 hours. To the reaction mixture were added water and ethyl acetate, and the aqueous layer was sep... Reactants: CCCCO, CCOC(C)=O, O=C(O)C=Cc1ccc(C(F)(F)F)nc1Cl, [H-], [Na+], CN(C)C=O, O. The product is CCCCOc1nc(C(F)(F)F)ccc1C=CC(=O)O. Reaction SMILES: [CH2:17]([CH2:18][CH2:19][CH3:20])[OH:21].[CH3:29][CH2:30][O:31][C:32]([CH3:33])=[O:34].[Cl:1][c:2]1[n:3][c:4]([C:13]([F:14])([F:15])[F:16])[cH:5][cH:6][c:7]1[CH:8]=[CH:9][C:10](=[O:11])[OH:12].[H-:23].[Na+:22].[O:24]=[CH:25][N:26]([CH3:27])[CH3:28].[OH2:35]>>[c:2]1([O:21][CH2:17][CH2:18][CH2:19][CH3:20])[n:3][c:4]([C:13]([F:14])([F:15])[F:16])[cH:5][cH:6][c:7]1[CH:8]=[CH:9][C:10](=[O:11])[OH:12]. Reactants: ClC1=NC(=NC(=C1C=O)Cl)SC (4,6-dichloro-2-methylsulfanyl-pyrimidine-5-carbaldehyde), C1(CC1)N (cyclopropylamine). The product is ClC1=NC(=NC(=C1C=O)NC1CC1)SC (4-chloro-6-cyclopropylamino-2-methylsulfanyl-pyrimidine-5-carbaldehyde). As a reaction SMILES: Cl[C:2]1[C:7]([CH:8]=[O:9])=[C:6]([Cl:10])[N:5]=[C:4]([S:11][CH3:12])[N:3]=1.[CH:13]1([NH2:16])[CH2:15][CH2:14]1>>[Cl:10][C:6]1[C:7]([CH:8]=[O:9])=[C:2]([NH:16][CH:13]2[CH2:15][CH2:14]2)[N:3]=[C:4]([S:11][CH3:12])[N:5]=1. Reported procedure: Prepared as described above in Example 2 starting from 4,6-dichloro-2-methylsulfanyl-pyrimidine-5-carbaldehyde and cyclopropylamine to give the title compound 4-chloro-6-cyclopropylamino-2-methylsulfanyl-pyrimidine-5-carbaldehyde. 1H-NMR: δ 0.68 (m, 2H), 0.90 (m, 2H), 2.58 (s, 3H), 3.07 (m, 1H), 9.20 (br s, 1H), 10.28 (s, 1H). LC MS (m/e)=244 (MH+).